From a dataset of the Open Reaction Database (ORD), a public repository of structured organic reaction records. describe an organic reaction: reactants, conditions, products, and yield The reactants are Cl.N12C[C@H](C(CC1)CC2)NC(=O)C=2OC1=C(C2)C=CC=C1C=1C=C(C(=O)O)C=CC1 (3-(2-{[(3S)-1-Azabicyclo[2.2.2]oct-3-ylamino]carbonyl}-1-benzofuran-7-yl)-benzoic acid hydrochloride), C(C(C)C)N (iso-butylamine). Product: Cl.N12C[C@H](C(CC1)CC2)NC(=O)C=2OC1=C(C2)C=CC=C1C1=CC(=CC=C1)C(=O)NCC(C)C (N-[(3S)-1-Azabicyclo[2.2.2]oct-3-yl]-7-{3-[(isobutylamino)carbonyl]phenyl}-1-benzofuran-2-carboxamide hydrochloride). Reaction SMILES: [ClH:1].[N:2]12[CH2:9][CH2:8][CH:5]([CH2:6][CH2:7]1)[C@H:4]([NH:10][C:11]([C:13]1[O:14][C:15]3[C:21]([C:22]4[CH:23]=[C:24]([CH:28]=[CH:29][CH:30]=4)[C:25]([OH:27])=O)=[CH:20][CH:19]=[CH:18][C:16]=3[CH:17]=1)=[O:12])[CH2:3]2.[CH2:31]([NH2:35])[CH:32]([CH3:34])[CH3:33]>>[ClH:1].[N:2]12[CH2:7][CH2:6][CH:5]([CH2:8][CH2:9]1)[C@H:4]([NH:10][C:11]([C:13]1[O:14][C:15]3[C:21]([C:22]4[CH:30]=[CH:29][CH:28]=[C:24]([C:25]([NH:35][CH2:31][CH:32]([CH3:34])[CH3:33])=[O:27])[CH:23]=4)=[CH:20][CH:19]=[CH:18][C:16]=3[CH:17]=1)=[O:12])[CH2:3]2 |f:0.1,3.4|. Reported procedure: 50 mg (0.12 mmol) of 3-(2-{[(3S)-1-azabicyclo[2.2.2]oct-3-ylamino]carbonyl}-1-benzofuran-7-yl)benzoic acid hydrochloride (Example 153) and 17.1 mg (0.23 mmol) of iso-butylamine are reacted together by general method E. 40.3 mg (71.4% of theory) of the title compound are obtained. The reactants are COc1cc2ncnc(Nc3ccc(F)c(Cl)c3)c2cc1OC(C)=O, CO, [NH4+], [OH-]. The product is COc1cc2ncnc(Nc3ccc(F)c(Cl)c3)c2cc1O. As a reaction SMILES: [C:1](=[O:2])([CH3:3])[O:4][c:5]1[cH:6][c:7]2[c:8]([NH:17][c:18]3[cH:19][c:20]([Cl:25])[c:21]([F:24])[cH:22][cH:23]3)[n:9][cH:10][n:11][c:12]2[cH:13][c:14]1[O:15][CH3:16].[CH3:28][OH:29].[NH4+:27].[OH-:26]>>[OH:4][c:5]1[cH:6][c:7]2[c:8]([NH:17][c:18]3[cH:19][c:20]([Cl:25])[c:21]([F:24])[cH:22][cH:23]3)[n:9][cH:10][n:11][c:12]2[cH:13][c:14]1[O:15][CH3:16]. Reactants: C(C1=CC=CC=C1)N1CCN(CC1)S(=O)(=O)N1C=C2C=CC(=CC2=C1)Cl (1-benzyl-4-[(5-chloroisoindol-2-yl)sulfonyl]piperazine), ClC(=O)OC(C)Cl (1-chloroethyl chloroformate), CO (methanol). Solvent: ClCCCl (1,2-dichloroethane). Run at time 15 minute. The product is ClC1=CC2=CN(C=C2C=C1)S(=O)(=O)N1CCNCC1 (1-[(5-Chloroisoindol-2-yl)sulfonyl]piperazine). As a reaction SMILES: C([N:8]1[CH2:13][CH2:12][N:11]([S:14]([N:17]2[CH:25]=[C:24]3[C:19]([CH:20]=[CH:21][C:22]([Cl:26])=[CH:23]3)=[CH:18]2)(=[O:16])=[O:15])[CH2:10][CH2:9]1)C1C=CC=CC=1.ClC(OC(Cl)C)=O.CO>ClCCCl>[Cl:26][C:22]1[CH:21]=[CH:20][C:19]2[C:24](=[CH:25][N:17]([S:14]([N:11]3[CH2:10][CH2:9][NH:8][CH2:13][CH2:12]3)(=[O:16])=[O:15])[CH:18]=2)[CH:23]=1. Procedure details: To a solution of 1-benzyl-4-[(5-chloroisoindol-2-yl)sulfonyl]piperazine (222 mg) in 1,2-dichloroethane (20 ml), 1-chloroethyl chloroformate (81 mg) was added under ice cooling. The resulting mixture was stirred for 15 minutes and then heated under reflux for 1 hour. After cooling, anhydrous methanol was added to the residue obtained by distilling off the solvent under reduced pressure. The mixture was heated under reflux for 11 hours. After cooling, the residue obtained by distilling off the sol... Reactants: CN(C)CCN(C)c1nc2ccc(NC(=O)c3ccc(I)cc3)cc2s1, Cc1cc(F)ccc1B(O)O. Product: Cc1cc(F)ccc1-c1ccc(C(=O)Nc2ccc3nc(N(C)CCN(C)C)sc3c2)cc1. Reaction SMILES: [CH3:1][N:2]([CH2:3][CH2:4][N:5]([c:6]1[s:7][c:8]2[c:9]([n:10]1)[cH:11][cH:12][c:13]([NH:15][C:16]([c:17]1[cH:18][cH:19][c:20]([I:23])[cH:21][cH:22]1)=[O:24])[cH:14]2)[CH3:25])[CH3:26].[F:27][c:28]1[cH:29][c:30]([CH3:37])[c:31]([B:34]([OH:35])[OH:36])[cH:32][cH:33]1>>[CH3:1][N:2]([CH2:3][CH2:4][N:5]([c:6]1[s:7][c:8]2[c:9]([n:10]1)[cH:11][cH:12][c:13]([NH:15][C:16]([c:17]1[cH:18][cH:19][c:20](-[c:31]3[c:30]([CH3:37])[cH:29][c:28]([F:27])[cH:33][cH:32]3)[cH:21][cH:22]1)=[O:24])[cH:14]2)[CH3:25])[CH3:26]. The reactants are C(C)(=O)C1=CC=C(OC=2C=C(C=C(C2)O[C@H](COC)C)C=2N(C(=CC2)C=2SC=CN2)C(=O)OC(C)(C)C)C=C1 (t-Butyl 2-{3-(4-acetylphenoxy)-5-[(1S)-2-methoxy-1-methylethoxy]phenyl}-5-(1,3-thiazol-2-yl)-1H-pyrrole-1-carboxylate), FC(C(=O)O)(F)F (Trifluoroacetic acid). Run in ClCCl (dichloromethane). Conditions: time 2.5 hour. Yields the product COC[C@@H](OC=1C=C(OC2=CC=C(C=C2)C(C)=O)C=C(C1)C=1NC(=CC1)C=1SC=CN1)C (1-(4-{3-[(1S)-2-Methoxy-1-methylethoxy]-5-[5-(1,3-thiazol-2-yl)-1H-pyrrol-2-yl]phenoxy}phenyl)ethanone). Yield: 93.9%. Reaction SMILES: [C:1]([C:4]1[CH:39]=[CH:38][C:7]([O:8][C:9]2[CH:10]=[C:11]([C:21]3[N:22](C(OC(C)(C)C)=O)[C:23]([C:26]4[S:27][CH:28]=[CH:29][N:30]=4)=[CH:24][CH:25]=3)[CH:12]=[C:13]([O:15][C@@H:16]([CH3:20])[CH2:17][O:18][CH3:19])[CH:14]=2)=[CH:6][CH:5]=1)(=[O:3])[CH3:2].FC(F)(F)C(O)=O>ClCCl>[CH3:19][O:18][CH2:17][C@H:16]([CH3:20])[O:15][C:13]1[CH:14]=[C:9]([CH:10]=[C:11]([C:21]2[NH:22][C:23]([C:26]3[S:27][CH:28]=[CH:29][N:30]=3)=[CH:24][CH:25]=2)[CH:12]=1)[O:8][C:7]1[CH:38]=[CH:39][C:4]([C:1](=[O:3])[CH3:2])=[CH:5][CH:6]=1. Reported procedure: t-Butyl 2-{3-(4-acetylphenoxy)-5-[(1S)-2-methoxy-1-methylethoxy]phenyl}-5-(1,3-thiazol-2-yl)-1H-pyrrole-1-carboxylate (73 mg, 0.133 mmol) synthesized in Example (39a) was dissolved in dichloromethane (1.0 mL). Trifluoroacetic acid (2.0 mL) was added dropwise with stirring under nitrogen atmosphere, and stirring was carried out at room temperature for 2.5 hours. The solvent was distilled off under reduced pressure, and the resulting residue was purified using silica gel column chromatography (elu... Reactants: 4-N,N-dimethylaminopyridine, C(C=C)C1C(C(N1C(=P(C1=CC=CC=C1)(C1=CC=CC=C1)C1=CC=CC=C1)C(=O)OCC1=CC=CC=C1)=O)C(C)O (4-allyl-3-(1-hydroxyethyl)-1-(1-benzyloxycarbonyl-1-triphenylphosphoranylidenemethyl)azetidin-2-one), C(C)(=O)OC(C)=O (acetic anhydride). The solvent is ClCCl (dichloromethane). Conditions: time 8 hour. Yields the product C(C=C)C1C(C(N1C(=P(C1=CC=CC=C1)(C1=CC=CC=C1)C1=CC=CC=C1)C(=O)OCC1=CC=CC=C1)=O)C(C)OC(C)=O (4-allyl-3-(1-acetoxyethyl)-1-(1-benzyloxycarbonyl-1-triphenylphosphoranylidenemethyl)azetidin-2-one). As a reaction SMILES: [CH2:1]([CH:4]1[N:7]([C:8]([C:28]([O:30][CH2:31][C:32]2[CH:37]=[CH:36][CH:35]=[CH:34][CH:33]=2)=[O:29])=[P:9]([C:22]2[CH:27]=[CH:26][CH:25]=[CH:24][CH:23]=2)([C:16]2[CH:21]=[CH:20][CH:19]=[CH:18][CH:17]=2)[C:10]2[CH:15]=[CH:14][CH:13]=[CH:12][CH:11]=2)[C:6](=[O:38])[CH:5]1[CH:39]([OH:41])[CH3:40])[CH:2]=[CH2:3].[C:42](OC(=O)C)(=[O:44])[CH3:43]>ClCCl>[CH2:1]([CH:4]1[N:7]([C:8]([C:28]([O:30][CH2:31][C:32]2[CH:33]=[CH:34][CH:35]=[CH:36][CH:37]=2)=[O:29])=[P:9]([C:10]2[CH:11]=[CH:12][CH:13]=[CH:14][CH:15]=2)([C:22]2[CH:23]=[CH:24][CH:25]=[CH:26][CH:27]=2)[C:16]2[CH:21]=[CH:20][CH:19]=[CH:18][CH:17]=2)[C:6](=[O:38])[CH:5]1[CH:39]([O:41][C:42](=[O:44])[CH3:43])[CH3:40])[CH:2]=[CH2:3]. Procedure: A mixture of one cis and two trans-isomers of 4-allyl-3-(1-hydroxyethyl)-1-(1-benzyloxycarbonyl-1-triphenylphosphoranylidenemethyl)azetidin-2-one (5.0 g) in dry dichloromethane (150 cm3) was treated with 4-N,N-dimethylaminopyridine (1.22 g) followed by acetic anhydride (2.27 g) and the solution was stirred overnight at room temperature. The solution was evaporated under reduced pressure and the residue was chromatographed using high performance liquid chromatography, eluting with a 6:4 ethyl ace... The reactants are ClC1=C(C#N)C(=CC(=C1)C)Cl (2,6-dichloro-4-methylbenzonitrile), ice water, S(O)(O)(=O)=O (sulfuric acid). Product: ClC1=C(C(=O)N)C(=CC(=C1)C)Cl (2,6-dichloro-4-methylbenzamide). Isolated yield 59.0%. As a reaction SMILES: [Cl:1][C:2]1[CH:9]=[C:8]([CH3:10])[CH:7]=[C:6]([Cl:11])[C:3]=1[C:4]#[N:5].S(=O)(=O)(O)[OH:13]>>[Cl:1][C:2]1[CH:9]=[C:8]([CH3:10])[CH:7]=[C:6]([Cl:11])[C:3]=1[C:4]([NH2:5])=[O:13]. Procedure: To stirred, cooled concentrated sulfuric acid (40 ml) was added in portions 2,6-dichloro-4-methylbenzonitrile (13.2 g, 71.0 mmol). The mixture was heated on a steam bath for 3 hours with occasional shaking, cooled, poured into ice-water, and extracted twice with dichloromethane. The combined extracts were washed with brine, dried over anhydrous magnesium sulfate, and evaporated under vacuum. The residue was chromatographed on a column of silica gel (390 g) eluted with 4:1 (v/v) dichloromethane-d... Reactants: C1(CCCC1)C(CC1=CC(OC(O1)(C)C)=O)(C#C[Si](C)(C)C)O (6-(2-cyclopentyl-2-hydroxy-4-trimethylsilanyl-but-3-ynyl)-2,2-dimethyl-[1,3]dioxin-4-one), C1(CCCC1)C(CC1=CC(OC(O1)(C)C)=O)(C#C[Si](C)(C)C)O (6-(2-cyclopentyl-2-hydroxy-4-trimethylsilanyl-but-3-ynyl)-2,2-dimethyl-[1,3]dioxin-4-one), [F-].[Cs+] (CsF). Solvent: CO (MeOH). Run at temperature 40 celsius. Product: C1(CCCC1)C(CC1=CC(OC(O1)(C)C)=O)(C#C)O (6-(2-cyclopentyl-2-hydroxy-but-3-ynyl)-2,2-dimethyl-[1,3]dioxin-4-one). The yield is 55.0%. As a reaction SMILES: [CH:1]1([C:6]([OH:23])([C:17]#[C:18][Si](C)(C)C)[CH2:7][C:8]2[O:13][C:12]([CH3:15])([CH3:14])[O:11][C:10](=[O:16])[CH:9]=2)[CH2:5][CH2:4][CH2:3][CH2:2]1.[F-].[Cs+]>CO>[CH:1]1([C:6]([OH:23])([C:17]#[CH:18])[CH2:7][C:8]2[O:13][C:12]([CH3:15])([CH3:14])[O:11][C:10](=[O:16])[CH:9]=2)[CH2:5][CH2:4][CH2:3][CH2:2]1 |f:1.2|. Procedure: A solution of 6-(2-cyclopentyl-2-hydroxy-4-trimethylsilanyl-but-3-ynyl)-2,2-dimethyl-[1,3]dioxom-4-one (−27.5 mmol, crude material from step 1 above), CsF (7.6 g, 50.0 mmol), and MeOH (75 mL) was stirred at room temperature overnight. HPLC at this time still showed starting material, so the reaction was heated at 40° C. for an additional 4 hours, at which time all starting material had been consumed. The reaction was concentrated and purified by flash chromatography through silica, eluted with 3...